Dataset: the Open Reaction Database (ORD), a public repository of structured organic reaction records. Task: describe an organic reaction: reactants, conditions, products, and yield Starting materials: ClCCl, COC(CCC(O)c1cc(Cl)ncc1F)OC. Product: COC(CCC(=O)c1cc(Cl)ncc1F)OC. As a reaction SMILES: [Cl:18][CH2:19][Cl:20].[Cl:1][c:2]1[n:3][cH:4][c:5]([F:17])[c:6]([CH:8]([CH2:9][CH2:10][CH:11]([O:12][CH3:13])[O:14][CH3:15])[OH:16])[cH:7]1>>[Cl:1][c:2]1[n:3][cH:4][c:5]([F:17])[c:6]([C:8]([CH2:9][CH2:10][CH:11]([O:12][CH3:13])[O:14][CH3:15])=[O:16])[cH:7]1.